From a dataset of the Open Reaction Database (ORD), a public repository of structured organic reaction records. describe an organic reaction: reactants, conditions, products, and yield The reactants are N#Cc1ccc(B(O)O)cc1, CC1CN(C(=O)c2ccccc2)CCN1c1nnc(Cl)c2cccnc12, [Na+], [Na+], O=C([O-])[O-], c1ccc(P(c2ccccc2)(c2ccccc2)[Pd](P(c2ccccc2)(c2ccccc2)c2ccccc2)(P(c2ccccc2)(c2ccccc2)c2ccccc2)P(c2ccccc2)(c2ccccc2)c2ccccc2)cc1. Yields the product CC1CN(C(=O)c2ccccc2)CCN1c1nnc(-c2ccc(C#N)cc2)c2cccnc12. RXN SMILES: [C:33](#[N:34])[c:35]1[cH:36][cH:37][c:38]([B:41]([OH:42])[OH:43])[cH:39][cH:40]1.[Cl:1][c:2]1[c:3]2[c:4]([c:5]([N:8]3[CH:9]([CH3:22])[CH2:10][N:11]([C:14](=[O:15])[c:16]4[cH:17][cH:18][cH:19][cH:20][cH:21]4)[CH2:12][CH2:13]3)[n:6][n:7]1)[n:23][cH:24][cH:25][cH:26]2.[Na+:27].[Na+:28].[O-:29][C:30](=[O:31])[O-:32].[cH:44]1[cH:45][cH:46][c:47]([P:48]([Pd:49]([P:50]([c:51]2[cH:52][cH:53][cH:54][cH:55][cH:56]2)([c:57]2[cH:58][cH:59][cH:60][cH:61][cH:62]2)[c:63]2[cH:64][cH:65][cH:66][cH:67][cH:68]2)([P:69]([c:70]2[cH:71][cH:72][cH:73][cH:74][cH:75]2)([c:76]2[cH:77][cH:78][cH:79][cH:80][cH:81]2)[c:82]2[cH:83][cH:84][cH:85][cH:86][cH:87]2)[P:88]([c:89]2[cH:90][cH:91][cH:92][cH:93][cH:94]2)([c:95]2[cH:96][cH:97][cH:98][cH:99][cH:100]2)[c:101]2[cH:102][cH:103][cH:104][cH:105][cH:106]2)([c:107]2[cH:108][cH:109][cH:110][cH:111][cH:112]2)[c:113]2[cH:114][cH:115][cH:116][cH:117][cH:118]2)[cH:119][cH:120]1>>[c:2]1(-[c:38]2[cH:37][cH:36][c:35]([C:33]#[N:34])[cH:40][cH:39]2)[c:3]2[c:4]([c:5]([N:8]3[CH:9]([CH3:22])[CH2:10][N:11]([C:14](=[O:15])[c:16]4[cH:17][cH:18][cH:19][cH:20][cH:21]4)[CH2:12][CH2:13]3)[n:6][n:7]1)[n:23][cH:24][cH:25][cH:26]2. Procedure details: prepared by reaction of [(4-tert-butyl-benzenesulfonyl)-p-tolyl-amino]-acetic acid with ethyl-quinolin-3-ylmethyl-amine Yields the product C(C)(C)(C)C1=CC=C(C=C1)S(=O)(=O)N(CC(=O)N(CC=1C=NC2=CC=CC=C2C1)CC)C1=CC=C(C=C1)C (2-[(4-tert-Butyl-benzenesulfonyl)-p-tolyl-amino]-N-ethyl-N-quinolin-3-ylmethyl-acetamide). As a reaction SMILES: [C:1]([C:5]1[CH:10]=[CH:9][C:8]([S:11]([N:14]([CH2:22][C:23](O)=[O:24])[C:15]2[CH:20]=[CH:19][C:18]([CH3:21])=[CH:17][CH:16]=2)(=[O:13])=[O:12])=[CH:7][CH:6]=1)([CH3:4])([CH3:3])[CH3:2].[CH2:26]([NH:28][CH2:29][C:30]1[CH:31]=[N:32][C:33]2[C:38]([CH:39]=1)=[CH:37][CH:36]=[CH:35][CH:34]=2)[CH3:27]>>[C:1]([C:5]1[CH:6]=[CH:7][C:8]([S:11]([N:14]([C:15]2[CH:20]=[CH:19][C:18]([CH3:21])=[CH:17][CH:16]=2)[CH2:22][C:23]([N:28]([CH2:26][CH3:27])[CH2:29][C:30]2[CH:31]=[N:32][C:33]3[C:38]([CH:39]=2)=[CH:37][CH:36]=[CH:35][CH:34]=3)=[O:24])(=[O:12])=[O:13])=[CH:9][CH:10]=1)([CH3:3])([CH3:2])[CH3:4]. Starting materials: C(C)(C)(C)C1=CC=C(C=C1)S(=O)(=O)N(C1=CC=C(C=C1)C)CC(=O)O ([(4-tert-butyl-benzenesulfonyl)-p-tolyl-amino]-acetic acid), C(C)NCC=1C=NC2=CC=CC=C2C1 (ethyl-quinolin-3-ylmethyl-amine).